Task: describe an organic reaction: reactants, conditions, products, and yield. Dataset: the Open Reaction Database (ORD), a public repository of structured organic reaction records The reactants are N=1C=C2C=C(SC3=CC=CC1N23)C=CC(=O)OCC (ethyl 3-(5-thia-1,8b-diazaacenaphthylen-4-yl)acrylate), [OH-].[Na+] (sodium hydroxide), C(C)OP(=O)(OCC)CC(=O)OCC (ethyl diethylphosphonoacetate), suspension, [H-].[Na+] (sodium hydride), paraffin, N=1C=C2C=C(SC3=CC=CC1N23)C=O (5-thia-1,8b-diazaacenaphthylene-4-carbaldehyde), Cl (hydrochloric acid). Solvent: C(C)O (ethanol), C1(=CC=CC=C1)C (toluene), O (water), CN(C=O)C (N,N-dimethylformamide), C1(=CC=CC=C1)C (toluene). Conditions: time 0.5 hour. The product is N=1C=C2C=C(SC3=CC=CC1N23)C=CC(=O)O (3-(5-thia-1,8b-diazaacenaphthylen-4-yl)acrylic acid). As a reaction SMILES: C(OP(CC(OCC)=O)(OCC)=O)C.[H-].[Na+].N1C=C2N3C(=CC=CC=13)SC(C=O)=C2.[N:31]1[CH:32]=[C:33]2[N:42]3[C:37](=[CH:38][CH:39]=[CH:40][C:41]=13)[S:36][C:35]([CH:43]=[CH:44][C:45]([O:47]CC)=[O:46])=[CH:34]2.[OH-].[Na+].Cl>C1(C)C=CC=CC=1.CN(C)C=O.O.C(O)C>[N:31]1[CH:32]=[C:33]2[N:42]3[C:37](=[CH:38][CH:39]=[CH:40][C:41]=13)[S:36][C:35]([CH:43]=[CH:44][C:45]([OH:47])=[O:46])=[CH:34]2 |f:1.2,5.6|. Procedure details: To a solution of 7.777 g (38.076 mM) of 5-thia-1,8b-diazaacenaphthylene-4-methanol in ethyl acetate (50 ml)-N,N-dimethylformamide (50 ml) was added 23 g of active manganese dioxide and the mixture was stirred at room temperature for 4 hours. The reaction mixture was filtered and the precipitate was washed with N,N-dimethylformamide. The pooled filtrate was distilled under reduced pressure to remove the solvent. The crude 5-thia-1,8b-diazaacenaphthylene-4-carbaldehyde thus obtained was not purifi... Starting materials: ClC1=C2N(C(=NC2=NC=N1)NC1CCN(CC1)C(=O)OCC)CC1=CC=C(C=C1)F (ethyl 4-[[6-chloro-7-[(4-fluorophenyl)methyl]-7H-purin-8-yl]amino]-1-piperidinecarboxylate), Br (hydrobromic acid), O (water). Conditions: temperature 80 celsius, time 8 hour. Product: Br.Br.FC1=CC=C(C=C1)CN1C(=NC2=NC=NC(=C12)O)NC1CCNCC1 (7-[(4-fluorophenyl)methyl]-8-(4-piperidinylamino)-7H-purin-6-ol dihydrobromide), compound 41. The yield is 100.0%. As a reaction SMILES: Cl[C:2]1[N:10]=[CH:9][N:8]=[C:7]2[C:3]=1[N:4]([CH2:23][C:24]1[CH:29]=[CH:28][C:27]([F:30])=[CH:26][CH:25]=1)[C:5]([NH:11][CH:12]1[CH2:17][CH2:16][N:15](C(OCC)=O)[CH2:14][CH2:13]1)=[N:6]2.[BrH:31].[OH2:32]>>[BrH:31].[BrH:31].[F:30][C:27]1[CH:28]=[CH:29][C:24]([CH2:23][N:4]2[C:3]3[C:7](=[N:8][CH:9]=[N:10][C:2]=3[OH:32])[N:6]=[C:5]2[NH:11][CH:12]2[CH2:13][CH2:14][NH:15][CH2:16][CH2:17]2)=[CH:25][CH:26]=1 |f:3.4.5|. Reported procedure: A mixture of 7.5 Parts of ethyl 4-[[6-chloro-7-[(4-fluorophenyl)methyl]-7H-purin-8-yl]amino]-1-piperidinecarboxylate and 150 parts of a hydrobromic acid solution 48% in water was stirred overnight at 80° C. The reaction mixture was evaporated. The residue was stirred in 2-propanone. The product was filtered off and dried, yielding 8.5 parts (100%) of 7-[(4-fluorophenyl)methyl]-8-(4-piperidinylamino)-7H-purin-6-ol dihydrobromide as a residue (compound 41).